From a dataset of the Open Reaction Database (ORD), a public repository of structured organic reaction records. describe an organic reaction: reactants, conditions, products, and yield Starting materials: CCCCCCc1cc2c(cc1C(=O)O)CCCCC2(C)C, CN(C)c1ccncc1, CCOCC, C(=NC1CCCCC1)=NC1CCCCC1, ClCCl, O=C(OCc1ccccc1)c1ccc(O)nc1. Product: CCCCCCc1cc2c(cc1C(=O)Oc1ccc(C(=O)OCc3ccccc3)cn1)CCCCC2(C)C. As a reaction SMILES: [CH2:1]([CH2:2][CH2:3][CH2:4][CH2:5][CH3:6])[c:7]1[cH:8][c:9]2[c:10]([cH:18][c:19]1[C:20](=[O:21])[OH:22])[CH2:11][CH2:12][CH2:13][CH2:14][C:15]2([CH3:16])[CH3:17].[CH3:58][N:59]([CH3:60])[c:61]1[cH:62][cH:63][n:64][cH:65][cH:66]1.[CH3:67][CH2:68][O:69][CH2:70][CH3:71].[CH:40]1([N:41]=[C:42]=[N:43][CH:44]2[CH2:45][CH2:46][CH2:47][CH2:48][CH2:49]2)[CH2:50][CH2:51][CH2:52][CH2:53][CH2:54]1.[Cl:55][CH2:56][Cl:57].[OH:23][c:24]1[n:25][cH:26][c:27]([C:28](=[O:29])[O:30][CH2:31][c:32]2[cH:33][cH:34][cH:35][cH:36][cH:37]2)[cH:38][cH:39]1>>[CH2:1]([CH2:2][CH2:3][CH2:4][CH2:5][CH3:6])[c:7]1[cH:8][c:9]2[c:10]([cH:18][c:19]1[C:20](=[O:21])[O:22][c:24]1[n:25][cH:26][c:27]([C:28](=[O:29])[O:30][CH2:31][c:32]3[cH:33][cH:34][cH:35][cH:36][cH:37]3)[cH:38][cH:39]1)[CH2:11][CH2:12][CH2:13][CH2:14][C:15]2([CH3:16])[CH3:17]. Reactants: CCOC(=O)CBr, O=C([O-])[O-], CCOCC, [K+], [K+], CN(C)C=O, Oc1ccccc1. Product: CCOC(=O)COc1ccccc1. Reaction SMILES: [Br:14][CH2:15][C:16](=[O:17])[O:18][CH2:19][CH3:20].[C:8](=[O:9])([O-:10])[O-:11].[CH3:21][CH2:22][O:23][CH2:24][CH3:25].[K+:12].[K+:13].[O:26]=[CH:27][N:28]([CH3:29])[CH3:30].[OH:1][c:2]1[cH:3][cH:4][cH:5][cH:6][cH:7]1>>[O:1]([c:2]1[cH:3][cH:4][cH:5][cH:6][cH:7]1)[CH2:15][C:16](=[O:17])[O:18][CH2:19][CH3:20]. The reactants are BrC=1C=CC2=C(C1)C1(C(N(C3=CC=CC=C13)CCCCC)=O)CO2 (5-bromo-1′-pentylspiro[1-benzofuran-3,3′-indol]-2′(1′H)-one), BrC1=C2C3(C(N(C2=CC=C1)CCCCC)=O)COC=1C3=CC3=C(OCO3)C1 (4′-bromo-1′-pentylspiro[furo[2,3-f][1,3]benzodioxole-7,3′-indol]-2′(1′H)-one). Yields the product O=C1N(C2=CC=CC=C2C12COC1=C2C=C(C=C1)C#N)CCCCC (2′-oxo-1′-pentyl-1′,2′-dihydrospiro[1-benzofuran-3,3′-indole]-5-carbonitrile). Reaction SMILES: Br[C:2]1[CH:3]=[CH:4][C:5]2[O:24][CH2:23][C:8]3([C:16]4[C:11](=[CH:12][CH:13]=[CH:14][CH:15]=4)[N:10]([CH2:17][CH2:18][CH2:19][CH2:20][CH3:21])[C:9]3=[O:22])[C:6]=2[CH:7]=1.BrC1C=CC=C2C=1C1(C3=CC4OCOC=4C=C3OC1)[C:29](=O)[N:30]2CCCCC>>[O:22]=[C:9]1[C:8]2([C:6]3[CH:7]=[C:2]([C:29]#[N:30])[CH:3]=[CH:4][C:5]=3[O:24][CH2:23]2)[C:16]2[C:11](=[CH:12][CH:13]=[CH:14][CH:15]=2)[N:10]1[CH2:17][CH2:18][CH2:19][CH2:20][CH3:21]. Procedure: Following the procedure as described in EXAMPLE 30, and making non-critical variations using 5-bromo-1′-pentylspiro[1-benzofuran-3,3′-indol]-2′(1′H)-one to replace 4′-bromo-1′-pentylspiro[furo[2,3-f][1,3]benzodioxole-7,3′-indol]-2′(1′H)-one, the title compound was obtained (78%) as a white solid: 1H NMR (300 MHz, CDCl3) δ 7.51 (dt, 1H), 7.34 (dt, 1H), 7.12-6.91 (m, 5H), 5.01 (d, 1H), 4.76 (d, 1H), 3.86-3.63 (m, 2H), 1.80-1.68 (m, 2H), 1.43-1.32 (m, 4H), 0.92 (t, 3H); 13C NMR (75 MHz, CDCl3) δ 17... Reactants: N#Cc1ccc(CCC(=O)O)cc1, CN1CCOCC1, CCOC(C)=O, CC(C)COC(=O)Cl, O=C(Nc1ccc2c(c1)CCCN2)C(F)(F)F, C1CCOC1. The product is N#Cc1ccc(CCC(=O)N2CCCc3cc(NC(=O)C(F)(F)F)ccc32)cc1. As a reaction SMILES: [C:1](#[N:2])[c:3]1[cH:4][cH:5][c:6]([CH2:9][CH2:10][C:11](=[O:12])[OH:13])[cH:7][cH:8]1.[CH3:14][N:15]1[CH2:16][CH2:17][O:18][CH2:19][CH2:20]1.[CH3:51][CH2:52][O:53][C:54](=[O:55])[CH3:56].[Cl:21][C:22]([O:23][CH2:24][CH:25]([CH3:26])[CH3:27])=[O:28].[F:29][C:30]([C:31](=[O:32])[NH:33][c:34]1[cH:35][c:36]2[c:41]([cH:42][cH:43]1)[NH:40][CH2:39][CH2:38][CH2:37]2)([F:44])[F:45].[O:46]1[CH2:47][CH2:48][CH2:49][CH2:50]1>>[C:1](#[N:2])[c:3]1[cH:4][cH:5][c:6]([CH2:9][CH2:10][C:11](=[O:13])[N:40]2[CH2:39][CH2:38][CH2:37][c:36]3[cH:35][c:34]([NH:33][C:31]([C:30]([F:29])([F:44])[F:45])=[O:32])[cH:43][cH:42][c:41]32)[cH:7][cH:8]1.